From a dataset of the Open Reaction Database (ORD), a public repository of structured organic reaction records. describe an organic reaction: reactants, conditions, products, and yield The reactants are O=C([O-])[O-], Cc1sc2cc(O)ccc2c1C(=O)NC1CC1, [Cs+], [Cs+], O=C(c1cc2nccc(Cl)c2s1)N1CCC1. Yields the product Cc1sc2cc(Oc3ccnc4cc(C(=O)N5CCC5)sc34)ccc2c1C(=O)NC1CC1. RXN SMILES: [C:34](=[O:35])([O-:36])[O-:37].[CH:17]1([NH:20][C:21](=[O:22])[c:23]2[c:24]3[c:25]([s:26][c:27]2[CH3:28])[cH:29][c:30]([OH:33])[cH:31][cH:32]3)[CH2:18][CH2:19]1.[Cs+:38].[Cs+:39].[N:1]1([C:5](=[O:6])[c:7]2[cH:8][c:9]3[n:10][cH:11][cH:12][c:13]([Cl:16])[c:14]3[s:15]2)[CH2:2][CH2:3][CH2:4]1>>[N:1]1([C:5](=[O:6])[c:7]2[cH:8][c:9]3[n:10][cH:11][cH:12][c:13]([O:33][c:30]4[cH:29][c:25]5[c:24]([c:23]([C:21]([NH:20][CH:17]6[CH2:18][CH2:19]6)=[O:22])[c:27]([CH3:28])[s:26]5)[cH:32][cH:31]4)[c:14]3[s:15]2)[CH2:2][CH2:3][CH2:4]1. The reactants are CC(C)OC(=O)N=NC(=O)OC(C)C, C1CCOC1, OC1CCCCC1, COC(=O)c1ccc(O)cc1O, c1ccc(P(c2ccccc2)c2ccccc2)cc1. Product: COC(=O)c1ccc(OC2CCCCC2)cc1O. Reaction SMILES: [O:39]=[C:40]([O:41][CH:42]([CH3:43])[CH3:44])[N:45]=[N:46][C:47]([O:48][CH:49]([CH3:50])[CH3:51])=[O:52].[O:53]1[CH2:54][CH2:55][CH2:56][CH2:57]1.[OH:13][CH:14]1[CH2:15][CH2:16][CH2:17][CH2:18][CH2:19]1.[OH:1][c:2]1[c:3]([C:4](=[O:5])[O:6][CH3:7])[cH:8][cH:9][c:10]([OH:12])[cH:11]1.[c:20]1([P:21]([c:22]2[cH:23][cH:24][cH:25][cH:26][cH:27]2)[c:28]2[cH:29][cH:30][cH:31][cH:32][cH:33]2)[cH:34][cH:35][cH:36][cH:37][cH:38]1>>[OH:1][c:2]1[c:3]([C:4](=[O:5])[O:6][CH3:7])[cH:8][cH:9][c:10]([O:12][CH:14]2[CH2:15][CH2:16][CH2:17][CH2:18][CH2:19]2)[cH:11]1.